This data is from the Open Reaction Database (ORD), a public repository of structured organic reaction records. The task is: describe an organic reaction: reactants, conditions, products, and yield The reactants are CCCSc1cc2c(cc1Cl)N=CNS2(=O)=O, C1=Nc2ccccc2SN1. Product: CCCSc1cc(S(N)(=O)=O)c(N)cc1Cl. As a reaction SMILES: [Cl:11][c:12]1[c:13]([S:24][CH2:25][CH2:26][CH3:27])[cH:14][c:15]2[c:16]([cH:23]1)[N:17]=[CH:18][NH:19][S:20]2(=[O:21])=[O:22].[S:1]1[c:2]2[cH:3][cH:4][cH:5][cH:6][c:7]2[N:8]=[CH:9][NH:10]1>>[Cl:11][c:12]1[c:13]([S:24][CH2:25][CH2:26][CH3:27])[cH:14][c:15]([S:20]([NH2:19])(=[O:21])=[O:22])[c:16]([NH2:17])[cH:23]1. The reactants are ClCCl, O=[N+]([O-])c1cccc(-c2cccnc2CO)c1, O=[Mn]=O. The product is O=Cc1ncccc1-c1cccc([N+](=O)[O-])c1. Reaction SMILES: [Cl:18][CH2:19][Cl:20].[N+:1](=[O:2])([O-:3])[c:4]1[cH:5][c:6](-[c:10]2[c:11]([CH2:16][OH:17])[n:12][cH:13][cH:14][cH:15]2)[cH:7][cH:8][cH:9]1.[O:21]=[Mn:22]=[O:23]>>[N+:1](=[O:2])([O-:3])[c:4]1[cH:5][c:6](-[c:10]2[c:11]([CH:16]=[O:17])[n:12][cH:13][cH:14][cH:15]2)[cH:7][cH:8][cH:9]1. Reactants: CN(C(=O)C1=CC2=C(N=C(N=C2)Cl)N1C1CCCC1)C (2-chloro-7-cyclopentyl-7H-pyrrolo[2,3-d]pyrimidine-6-carboxylic acid dimethylamide), C(C)(C)(C)OC(=O)N1C2CN(CC1CC2)C(=O)C=2N=NC(=CC2)N (3-(6-amino-pyridazine-3-carbonyl)-3,8-diaza-bicyclo[3.2.1]octane-8-carboxylic acid tert-butyl ester). Product: C(C)(C)(C)OC(=O)N1C2CN(CC1CC2)C(=O)C=2N=NC(=CC2)NC=2N=CC1=C(N2)N(C(=C1)C(N(C)C)=O)C1CCCC1 (3-[6-(7-Cyclopentyl-6-dimethylcarbamoyl-7 H-pyrrolo[2,3-d]pyrimidin-2-ylamino)-pyridazine-3-carbonyl]-3,8-diaza-bicyclo[3.2.1]octane-8-carboxylic acid tert-butyl ester). The yield is 58.0%. Reaction SMILES: [CH3:1][N:2]([CH3:20])[C:3]([C:5]1[N:14]([CH:15]2[CH2:19][CH2:18][CH2:17][CH2:16]2)[C:8]2[N:9]=[C:10](Cl)[N:11]=[CH:12][C:7]=2[CH:6]=1)=[O:4].[C:21]([O:25][C:26]([N:28]1[CH:33]2[CH2:34][CH2:35][CH:29]1[CH2:30][N:31]([C:36]([C:38]1[N:39]=[N:40][C:41]([NH2:44])=[CH:42][CH:43]=1)=[O:37])[CH2:32]2)=[O:27])([CH3:24])([CH3:23])[CH3:22]>>[C:21]([O:25][C:26]([N:28]1[CH:33]2[CH2:34][CH2:35][CH:29]1[CH2:30][N:31]([C:36]([C:38]1[N:39]=[N:40][C:41]([NH:44][C:10]3[N:11]=[CH:12][C:7]4[CH:6]=[C:5]([C:3](=[O:4])[N:2]([CH3:20])[CH3:1])[N:14]([CH:15]5[CH2:19][CH2:18][CH2:17][CH2:16]5)[C:8]=4[N:9]=3)=[CH:42][CH:43]=1)=[O:37])[CH2:32]2)=[O:27])([CH3:24])([CH3:22])[CH3:23]. Procedure details: Following general N—C coupling procedure 1, 2-chloro-7-cyclopentyl-7H-pyrrolo[2,3-d]pyrimidine-6-carboxylic acid dimethylamide (98 mg, 0.336 mmol), was combined with 3-(6-amino-pyridazine-3-carbonyl)-3,8-diaza-bicyclo[3.2.1]octane-8-carboxylic acid tert-butyl ester (112 mg, 0.336 mmol) which gave 3-[6-(7-Cyclopentyl-6-dimethylcarbamoyl-7 H-pyrrolo[2,3-d]pyrimidin-2-ylamino)-pyridazine-3-carbonyl]-3,8-diaza-bicyclo[3.2.1]octane-8-carboxylic acid tert-butyl ester (115 mg, 0.195 mmol) in 58% yield....